This data is from the Open Reaction Database (ORD), a public repository of structured organic reaction records. The task is: describe an organic reaction: reactants, conditions, products, and yield The reactants are C(C1=CC=CC=C1)(=O)C1C(NC2=CC=C(N=C12)Cl)=O (3-benzoyl-5-chloro-4-azaoxindole), C(C)#N (acetonitrile), ClS(=O)(=O)NC=O (N-chlorosulfonyl carboxamide), C(C1=CC=CC=C1)(=O)C1C(NC2=CC=C(N=C12)Cl)=O (3-benzoyl-5-chloro-4-azaoxindole), C(=NS(=O)(=O)Cl)=O (N-chlorosulfonyl isocyanate). Solvent: CS(=O)C (DMSO). Reaction conditions: time 20 hour. The product is C(C1=CC=CC=C1)(=O)C1C(N(C2=CC=C(N=C12)Cl)C(=O)N)=O (3-Benzoyl-5-chloro-4-azaoxindole-1-carboxamide). Reaction SMILES: [C:1]([CH:9]1[C:17]2[C:12](=[CH:13][CH:14]=[C:15]([Cl:18])[N:16]=2)[NH:11][C:10]1=[O:19])(=[O:8])[C:2]1[CH:7]=[CH:6][CH:5]=[CH:4][CH:3]=1.[C:20](=[O:26])=[N:21]S(Cl)(=O)=O.C(#N)C.ClS(NC=O)(=O)=O>CS(C)=O>[C:1]([CH:9]1[C:17]2[C:12](=[CH:13][CH:14]=[C:15]([Cl:18])[N:16]=2)[N:11]([C:20]([NH2:21])=[O:26])[C:10]1=[O:19])(=[O:8])[C:2]1[CH:7]=[CH:6][CH:5]=[CH:4][CH:3]=1. Procedure: The title compound was prepared from 3-benzoyl-5-chloro-4-azaoxindole (Example 32) according to the procedure of Example 25, using 3-benzoyl-5-chloro-4-azaoxindole (2.73 g, 10.0 mmol), N-chlorosulfonyl isocyanate (1.3 mL, 15 mmol) and acetonitrile (80 mL). The reaction time was 20 hours. The crude N-chlorosulfonyl carboxamide was hydrolyzed by stirring in DMSO (15 mL) for 20 hours. The crude product was recrystallized from acetic acid and washed with methanol. Yield: 0.36 g (11%).